From a dataset of the Open Reaction Database (ORD), a public repository of structured organic reaction records. describe an organic reaction: reactants, conditions, products, and yield The reactants are CO, CC(CCl)OC(=O)Nc1ccc([N+](=O)[O-])cc1Cl, [K+], [OH-], O. Yields the product CC1CN(c2ccc([N+](=O)[O-])cc2Cl)C(=O)O1. RXN SMILES: [CH3:22][OH:23].[Cl:3][c:4]1[c:5]([NH:13][C:14]([O:15][CH:16]([CH2:17][Cl:18])[CH3:19])=[O:20])[cH:6][cH:7][c:8]([N+:10](=[O:11])[O-:12])[cH:9]1.[K+:2].[OH-:1].[OH2:21]>>[Cl:3][c:4]1[c:5]([N:13]2[C:14](=[O:20])[O:15][CH:16]([CH3:19])[CH2:17]2)[cH:6][cH:7][c:8]([N+:10](=[O:11])[O-:12])[cH:9]1. Reactants: CSC=1SC2=C(N1)C=CC(=C2)OC2=CC=NC1=CC=CC=C21 (2-(methylthio)-6-(quinolin-4-yloxy)benzo[d]thiazole), C1=CC(=CC(=C1)Cl)C(=O)OO (MCPBA), C1=CC(=CC(=C1)Cl)C(=O)OO (MCPBA), S(=S)(=O)([O-])[O-].[Na+].[Na+] (sodium thiosulfate). The solvent is C(Cl)Cl (DCM), C(Cl)Cl (DCM), C(Cl)Cl (DCM), C(Cl)Cl (DCM). Conditions: temperature -5 celsius, time 10 minute. Yields the product CS(=O)C=1SC2=C(N1)C=CC(=C2)OC2=CC=NC1=CC=CC=C21 (2-(methylsulfinyl)-6-(quinolin-4-yloxy)benzo[d]thiazole). Yield: 74.1%. As a reaction SMILES: [CH3:1][S:2][C:3]1[S:4][C:5]2[CH:11]=[C:10]([O:12][C:13]3[C:22]4[C:17](=[CH:18][CH:19]=[CH:20][CH:21]=4)[N:16]=[CH:15][CH:14]=3)[CH:9]=[CH:8][C:6]=2[N:7]=1.C1C=C(Cl)C=C(C(OO)=[O:31])C=1.S([O-])([O-])(=O)=S.[Na+].[Na+]>C(Cl)Cl>[CH3:1][S:2]([C:3]1[S:4][C:5]2[CH:11]=[C:10]([O:12][C:13]3[C:22]4[C:17](=[CH:18][CH:19]=[CH:20][CH:21]=4)[N:16]=[CH:15][CH:14]=3)[CH:9]=[CH:8][C:6]=2[N:7]=1)=[O:31] |f:2.3.4|. Reported procedure: The reaction mixture of 2-(methylthio)-6-(quinolin-4-yloxy)benzo[d]thiazole (460 mg, 1.415 mmol) was dissolved in 8 ml of DCM and cooled to −5° C. A solution was made of 77% MCPBA (333 mg, 1.486 mmol) and 6 ml of DCM. This solution was added to above cooled reaction mixture dropwise over 3-4 minutes. The reaction was stirred at −5° C. for 10 minutes, stirred at RT. for 90 minutes. The reaction followed by LC indicated 95% completed and stalled. A new solution was made of 77% MCPBA (25 mg, 0.1132... The reactants are CNC(NN)=S (4-methylthiosemicarbazide), FC1=C(C(=O)Cl)C=CC=C1 (2-fluorobenzoyl chloride). The solvent is C(Cl)(Cl)Cl (CHCl3). Conditions: time 8 hour. Product: FC1=C(C(=O)NNC(=S)NC)C=CC=C1 (1-(2-Fluorobenzoyl)-4-methylthiosemicarbazide). RXN SMILES: [CH3:1][NH:2][C:3](=[S:6])[NH:4][NH2:5].[F:7][C:8]1[CH:16]=[CH:15][CH:14]=[CH:13][C:9]=1[C:10](Cl)=[O:11]>C(Cl)(Cl)Cl>[F:7][C:8]1[CH:16]=[CH:15][CH:14]=[CH:13][C:9]=1[C:10]([NH:5][NH:4][C:3]([NH:2][CH3:1])=[S:6])=[O:11]. Reported procedure: To a stirred room temperature suspension of 4-methylthiosemicarbazide (7.9 g, 7.5×10-2 mole) and CHCl3 (190 ml), 2-fluorobenzoyl chloride (9.4 ml, 7.9×10-2 mole) was added dropwise. After stirring overnight at room temperature, the precipitate was collected by filtration and the product was washed with two portions of Et2O. Drying by suction gave a colorless powder which was used without further purification in the subsequent cyclization step. Starting materials: C(C)(C)(C)NC1=NC=NC2=C(C=CC=C12)N (N4-(tert-butyl)quinazoline-4,8-diamine), CCN(C(C)C)C(C)C (DIPEA), ClC1=CC=C(C(=C1C(=O)O)F)CNC(C(C)C)=O (6-chloro-2-fluoro-3-(isobutyramidomethyl)benzoic acid), S(=O)(Cl)Cl (thionyl chloride). Run in C1CCOC1 (THF). Yields the product C(C)(C)(C)NC1=NC=NC2=C(C=CC=C12)NC(C1=C(C(=CC=C1Cl)CNC(C(C)C)=O)F)=O (N-(4-(tert-Butylamino)quinazolin-8-yl)-6-chloro-2-fluoro-3-(isobutyramidomethyl)benzamide). The yield is 6.0%. As a reaction SMILES: [C:1]([NH:5][C:6]1[C:15]2[C:10](=[C:11]([NH2:16])[CH:12]=[CH:13][CH:14]=2)[N:9]=[CH:8][N:7]=1)([CH3:4])([CH3:3])[CH3:2].[Cl:17][C:18]1[C:23]([C:24](O)=[O:25])=[C:22]([F:27])[C:21]([CH2:28][NH:29][C:30](=[O:34])[CH:31]([CH3:33])[CH3:32])=[CH:20][CH:19]=1.S(Cl)(Cl)=O.CCN(C(C)C)C(C)C>C1COCC1>[C:1]([NH:5][C:6]1[C:15]2[C:10](=[C:11]([NH:16][C:24](=[O:25])[C:23]3[C:18]([Cl:17])=[CH:19][CH:20]=[C:21]([CH2:28][NH:29][C:30](=[O:34])[CH:31]([CH3:32])[CH3:33])[C:22]=3[F:27])[CH:12]=[CH:13][CH:14]=2)[N:9]=[CH:8][N:7]=1)([CH3:4])([CH3:2])[CH3:3]. Procedure details: The title compound was prepared following the procedure described in Example-1 using N4-(tert-butyl)quinazoline-4,8-diamine (Intermediate-55, 100 mg, 0.46 mmol), 6-chloro-2-fluoro-3-(isobutyramidomethyl)benzoic acid (Intermediate-60, 188 mg, 0.69 mmol), thionyl chloride (1 mL), and DIPEA (238 mg, 1.80 mmol) in THF (2 mL) to afford 13 mg of the title product. 1H NMR (300 MHz, DMSO-d6): δ 10.42 (s, 1H), 8.69 (d, 1H), 8.50 (s, 1H), 8.37 (t, 1H), 8.15 (d, 1H), 7.52-7.40 (m, 4H), 4.32 (d, 2H), 1.55 (... Reactants: CCS(=O)(=O)c1ccc(Cc2c(OC(F)F)nc3c(F)ccc(OCC(=O)OC)c3c2C)cc1, CO, Cl, [Li+], C1CCOC1, [OH-], O. The product is CCS(=O)(=O)c1ccc(Cc2c(OC(F)F)nc3c(F)ccc(OCC(=O)O)c3c2C)cc1. RXN SMILES: [CH3:1][O:2][C:3]([CH2:4][O:5][c:6]1[c:7]2[c:8]([CH3:33])[c:9]([CH2:21][c:22]3[cH:23][cH:24][c:25]([S:28](=[O:29])(=[O:30])[CH2:31][CH3:32])[cH:26][cH:27]3)[c:10]([O:17][CH:18]([F:19])[F:20])[n:11][c:12]2[c:13]([F:16])[cH:14][cH:15]1)=[O:34].[CH3:35][OH:36].[ClH:39].[Li+:37].[O:41]1[CH2:42][CH2:43][CH2:44][CH2:45]1.[OH-:38].[OH2:40]>>[O:2]=[C:3]([CH2:4][O:5][c:6]1[c:7]2[c:8]([CH3:33])[c:9]([CH2:21][c:22]3[cH:23][cH:24][c:25]([S:28](=[O:29])(=[O:30])[CH2:31][CH3:32])[cH:26][cH:27]3)[c:10]([O:17][CH:18]([F:19])[F:20])[n:11][c:12]2[c:13]([F:16])[cH:14][cH:15]1)[OH:34]. The product is CC1(C)CCC(C)(C)c2c(OCc3ccc(F)cc3F)cc([Se]C#Cc3ccc(C(=O)O)cc3)cc21. RXN SMILES: [CH3:1][C:2]1([CH3:37])[c:3]2[c:4]([O:27][CH2:28][c:29]3[c:30]([F:36])[cH:31][c:32]([F:35])[cH:33][cH:34]3)[cH:5][c:6]([Se:14][C:15]#[C:16][c:17]3[cH:18][cH:19][c:20]([C:21](=[O:22])[O:23][CH3:24])[cH:25][cH:26]3)[cH:7][c:8]2[C:9]([CH3:12])([CH3:13])[CH2:10][CH2:11]1.[Na+:39].[OH-:38]>>[CH3:1][C:2]1([CH3:37])[c:3]2[c:4]([O:27][CH2:28][c:29]3[c:30]([F:36])[cH:31][c:32]([F:35])[cH:33][cH:34]3)[cH:5][c:6]([Se:14][C:15]#[C:16][c:17]3[cH:18][cH:19][c:20]([C:21](=[O:22])[OH:23])[cH:25][cH:26]3)[cH:7][c:8]2[C:9]([CH3:12])([CH3:13])[CH2:10][CH2:11]1. Reactants: COC(=O)c1ccc(C#C[Se]c2cc(OCc3ccc(F)cc3F)c3c(c2)C(C)(C)CCC3(C)C)cc1, [Na+], [OH-].